This data is from the Open Reaction Database (ORD), a public repository of structured organic reaction records. The task is: describe an organic reaction: reactants, conditions, products, and yield Reactants: COC=1C=CC(=CC1OC)CC2C=3C=C(C(=CC3CCN2)OC)OC (tetrahydropapaverine), ClCCN=C=O (chlorethylisocyanate). The solvent is C(Cl)(Cl)Cl (chloroform). Reaction conditions: time 24 hour. Product: COC=1C=C(CC2N(CCC3=CC(=C(C=C23)OC)OC)C(NCCCl)=O)C=CC1OC (1-(3,4-dimethoxybenzyl)-2-(N-[2-chlorethyl]-carbamoyl)-6,7-dimethoxy-1,2,3,4-tetrahydroisoquinoline). RXN SMILES: [CH3:1][O:2][C:3]1[CH:4]=[CH:5][C:6]([CH2:11][CH:12]2[NH:21][CH2:20][CH2:19][C:18]3[CH:17]=[C:16]([O:22][CH3:23])[C:15]([O:24][CH3:25])=[CH:14][C:13]2=3)=[CH:7][C:8]=1[O:9][CH3:10].[Cl:26][CH2:27][CH2:28][N:29]=[C:30]=[O:31]>C(Cl)(Cl)Cl>[CH3:10][O:9][C:8]1[CH:7]=[C:6]([CH:5]=[CH:4][C:3]=1[O:2][CH3:1])[CH2:11][CH:12]1[C:13]2[C:18](=[CH:17][C:16]([O:22][CH3:23])=[C:15]([O:24][CH3:25])[CH:14]=2)[CH2:19][CH2:20][N:21]1[C:30](=[O:31])[NH:29][CH2:28][CH2:27][Cl:26]. Procedure details: 2.86 g of tetrahydropapaverine are dissolved in 15 ml chloroform, then are added 0.7 ml of chlorethylisocyanate and the reaction mixture is stirred at ambient temmperature for 24 hours. The chloroform is distilled to dryness under vacuum. The thus obtained oily residue is suspended in ether and is left there to stay at a temperature about 0° C. for two days. A solid amorphous product is obtained that is filtered, washed several times with ether and dried at ambient temperature. Thus is prepared ...